This data is from the Open Reaction Database (ORD), a public repository of structured organic reaction records. The task is: describe an organic reaction: reactants, conditions, products, and yield Yields the product Cc1cc(C#N)sc1C=O. Reaction SMILES: [Br:1][c:2]1[c:3]([CH3:9])[cH:4][c:5]([C:7]#[N:8])[s:6]1.[CH2:10]([Li:11])[CH2:12][CH2:13][CH3:14].[CH2:20]1[O:21][CH2:22][CH2:23][CH2:24]1.[O:15]=[CH:16][N:17]([CH3:18])[CH3:19]>>[c:2]1([CH:16]=[O:15])[c:3]([CH3:9])[cH:4][c:5]([C:7]#[N:8])[s:6]1. Starting materials: Cc1cc(C#N)sc1Br, [Li]CCCC, C1CCOC1, CN(C)C=O. Product: C(C1=CC=CC=C1)N1C(=C(C2=CC=CC=C12)C(=O)N1CCC(CC1)N1C(=NC2=C1C=CC=C2)N2CCN(CC2)C)C ((1-benzyl-2-methyl-1H-indol-3-yl)-{4-[2-(4-methyl-piperazin-1-yl)-benzoimidazol-1-yl]-piperidin-1-yl}-methanone). Reaction conditions: temperature 90 celsius. Yield: 22.0%. Reactants: C(C1=CC=CC=C1)N1C(=C(C2=CC=CC=C12)C(=O)N1CCC(CC1)N1C(=NC2=C1C=CC=C2)Cl)C ((1-benzyl-2-methyl-1H-indol-3-yl)-[4-(2-chloro-benzoimidazol-1-yl)-piperidin-1-yl]-methanone), CN1CCNCC1 (N-methyl-piperazine). RXN SMILES: [CH2:1]([N:8]1[C:16]2[C:11](=[CH:12][CH:13]=[CH:14][CH:15]=2)[C:10]([C:17]([N:19]2[CH2:24][CH2:23][CH:22]([N:25]3[C:29]4[CH:30]=[CH:31][CH:32]=[CH:33][C:28]=4[N:27]=[C:26]3Cl)[CH2:21][CH2:20]2)=[O:18])=[C:9]1[CH3:35])[C:2]1[CH:7]=[CH:6][CH:5]=[CH:4][CH:3]=1.[CH3:36][N:37]1[CH2:42][CH2:41][NH:40][CH2:39][CH2:38]1>>[CH2:1]([N:8]1[C:16]2[C:11](=[CH:12][CH:13]=[CH:14][CH:15]=2)[C:10]([C:17]([N:19]2[CH2:24][CH2:23][CH:22]([N:25]3[C:29]4[CH:30]=[CH:31][CH:32]=[CH:33][C:28]=4[N:27]=[C:26]3[N:40]3[CH2:41][CH2:42][N:37]([CH3:36])[CH2:38][CH2:39]3)[CH2:21][CH2:20]2)=[O:18])=[C:9]1[CH3:35])[C:2]1[CH:7]=[CH:6][CH:5]=[CH:4][CH:3]=1. Procedure: A mixture of 20 mg (0.041 mmol) of (1-benzyl-2-methyl-1H-indol-3-yl)-[4-(2-chloro-benzoimidazol-1-yl)-piperidin-1-yl]-methanone (the preparation of which is described in example 1) and N-methyl-piperazine was heated in a sealed tube at 90° C. for 8 hours, cooled to RT and then concentrated in vacuo. Flash chromatography (CH2Cl2/MeOH 9/1) afforded 5 mg (22%) of (1-benzyl-2-methyl-1H-indol-3-yl)-{4-[2-(4-methyl-piperazin-1-yl)-benzoimidazol-1-yl]-piperidin-1-yl}-methanone as white solid. ES-MS m/e... Starting materials: CC(=O)Cl, CCN(C(C)C)C(C)C, ClCCl, CC(C)(C)OC(=O)NC1CNCC1c1ccccc1. Product: CC(=O)N1CC(NC(=O)OC(C)(C)C)C(c2ccccc2)C1. As a reaction SMILES: [CH3:20][C:21]([Cl:22])=[O:23].[CH:24]([N:25]([CH2:26][CH3:27])[CH:28]([CH3:29])[CH3:30])([CH3:31])[CH3:32].[Cl:33][CH2:34][Cl:35].[c:1]1([CH:7]2[CH:8]([NH:12][C:13]([O:14][C:15]([CH3:16])([CH3:17])[CH3:18])=[O:19])[CH2:9][NH:10][CH2:11]2)[cH:2][cH:3][cH:4][cH:5][cH:6]1>>[c:1]1([CH:7]2[CH:8]([NH:12][C:13]([O:14][C:15]([CH3:16])([CH3:17])[CH3:18])=[O:19])[CH2:9][N:10]([C:21]([CH3:20])=[O:23])[CH2:11]2)[cH:2][cH:3][cH:4][cH:5][cH:6]1. Reactants: CCP(=O)(OC)c1cc(Oc2ncc(Cl)cc2Cl)ccc1[N+](=O)[O-], CO, [K+], [OH-]. The product is CCP(=O)(O)c1cc(Oc2ncc(Cl)cc2Cl)ccc1[N+](=O)[O-]. RXN SMILES: [CH2:1]([CH3:2])[P:3]([O:4][CH3:5])(=[O:6])[c:7]1[c:8]([N+:22](=[O:23])[O-:24])[cH:9][cH:10][c:11]([O:13][c:14]2[n:15][cH:16][c:17]([Cl:21])[cH:18][c:19]2[Cl:20])[cH:12]1.[CH3:27][OH:28].[K+:26].[OH-:25]>>[CH2:1]([CH3:2])[P:3](=[O:4])([OH:6])[c:7]1[c:8]([N+:22](=[O:23])[O-:24])[cH:9][cH:10][c:11]([O:13][c:14]2[n:15][cH:16][c:17]([Cl:21])[cH:18][c:19]2[Cl:20])[cH:12]1. The reactants are CC(C1=CC=CC=C1)(C(=O)OC)O (L-phenyl lactic acid methyl ester), O1CCCC=C1 (dihydropyran), C1(=CC=C(C=C1)S(=O)(=O)O)C (p-toluenesulphonic acid), alcohol. Run in C(Cl)Cl (CH2Cl2). Conditions: time 20 minute. The product is COC([C@H](CC1=CC=CC=C1)OC1OCCCC1)=O (3-Phenyl-(2S)-2-(tetrahydro-pyran-2-yloxy)-propionic acid methyl ester). As a reaction SMILES: C[C:2]([OH:13])([C:9]([O:11][CH3:12])=[O:10])C1C=CC=CC=1.[O:14]1[CH:19]=[CH:18][CH2:17][CH2:16][CH2:15]1.[C:20]1([CH3:30])[CH:25]=[CH:24][C:23](S(O)(=O)=O)=[CH:22][CH:21]=1>C(Cl)Cl>[CH3:12][O:11][C:9](=[O:10])[C@@H:2]([O:13][CH:19]1[CH2:18][CH2:17][CH2:16][CH2:15][O:14]1)[CH2:30][C:20]1[CH:25]=[CH:24][CH:23]=[CH:22][CH:21]=1. Procedure: A solution of L-phenyl lactic acid methyl ester (20.0 g, 111 mmol) in CH2Cl2 (300 mL) was treated with dihydropyran (9.32 g, 111 mmol) and p-toluenesulphonic acid (56 mg) and stirred at room temperature for 20 minutes. The reaction is quenched with 1 N NaOH and then washed with water, brine and dried over Na2SO4. The solution is filtered and the solvent removed under vacuum to give 28 grams of the THP protected alcohol as an oil. This was used without further purification. Reactants: CCOC(=O)CBr, C1CCOC1, CC1(C)C(=O)NC(c2cc(F)cc(F)c2)CC1O, [H-], [Na+]. The product is CCOC(=O)CN1C(=O)C(C)(C)C(O)CC1c1cc(F)cc(F)c1. RXN SMILES: [Br:21][CH2:22][C:23](=[O:24])[O:25][CH2:26][CH3:27].[CH2:28]1[O:29][CH2:30][CH2:31][CH2:32]1.[F:1][c:2]1[cH:3][c:4]([CH:9]2[CH2:10][CH:11]([OH:18])[C:12]([CH3:16])([CH3:17])[C:13](=[O:15])[NH:14]2)[cH:5][c:6]([F:8])[cH:7]1.[H-:20].[Na+:19]>>[F:1][c:2]1[cH:3][c:4]([CH:9]2[CH2:10][CH:11]([OH:18])[C:12]([CH3:16])([CH3:17])[C:13](=[O:15])[N:14]2[CH2:22][C:23](=[O:24])[O:25][CH2:26][CH3:27])[cH:5][c:6]([F:8])[cH:7]1. Starting materials: Cl.ClCC=1OC(=CN1)C12CCCN(CC1)C2 ((±)5-(2-chloromethyl-1,3-oxazol-5-yl)-1-azabicyclo[3.2.1]octane hydrochloride), 2h, C[O-].[Na+] (sodium methoxide). The solvent is CO (methanol), CO (methanol). Product: COCC=1OC(=CN1)C12CCCN(CC1)C2 ((±)5-(2-Methoxymethyl-1,3-oxazol-5-yl)-1-azabicyclo [3.2.1]octane). The yield is 79.0%. Reaction SMILES: Cl.Cl[CH2:3][C:4]1[O:5][C:6]([C:9]23[CH2:16][N:13]([CH2:14][CH2:15]2)[CH2:12][CH2:11][CH2:10]3)=[CH:7][N:8]=1.[CH3:17][O-:18].[Na+]>CO>[CH3:17][O:18][CH2:3][C:4]1[O:5][C:6]([C:9]23[CH2:16][N:13]([CH2:14][CH2:15]2)[CH2:12][CH2:11][CH2:10]3)=[CH:7][N:8]=1 |f:0.1,2.3|. Procedure: A solution of (±)5-(2-chloromethyl-1,3-oxazol-5-yl)-1-azabicyclo[3.2.1]octane hydrochloride (D25) (75 mg, 0.28 mmole) in dry methanol (2 ml) was added dropwise over 2h to a solution of sodium methoxide in methanol (15 ml of a 25 wt % solution, 66 mmole), under nitrogen, cooled in ice. After evaporation of the solvent in vacuo the residue was treated with saturated aqueous potassium carbonate solution (10 ml) and extracted with chloroform. The combined extracts were dried over sodium sulphate the...